Dataset: the Open Reaction Database (ORD), a public repository of structured organic reaction records. Task: describe an organic reaction: reactants, conditions, products, and yield Reactants: C(C1=CC=CC=C1)N1C=C(C2=CC=CC=C12)C(=O)NCC(=O)C1=CC2=CC=C(C=C2C=C1)OC.C(C1=CC=CC=C1)N1C=C(C2=CC=CC=C12)C=1OC(=CN1)C1=CC2=CC=C(C=C2C=C1)OC (1-Benzyl-3-[5-(6-methoxy-2-naphthyl)-1,3-oxazol-2-yl]-1H-indole 1-Benzyl-N-[2-(6-methoxy-2-naphthyl)-2-oxoethyl]-1H-indole-3-carboxamide). The solvent is O=P(Cl)(Cl)Cl (POCl3). Product: C(C1=CC=CC=C1)N1C=C(C2=CC=CC=C12)C=1OC(=CN1)C1=CC2=CC=C(C=C2C=C1)OC (1-benzyl-3-[5-(6-methoxy-2-naphthyl)-1,3-oxazol-2-yl]-1H-indole). The yield is 74.7%. Reaction SMILES: [CH2:1]([N:8]1[C:16]2[C:11](=[CH:12][CH:13]=[CH:14][CH:15]=2)[C:10]([C:17]([NH:19][CH2:20][C:21]([C:23]2[CH:32]=[CH:31][C:30]3[C:25](=[CH:26][CH:27]=[C:28]([O:33][CH3:34])[CH:29]=3)[CH:24]=2)=[O:22])=O)=[CH:9]1)[C:2]1[CH:7]=[CH:6][CH:5]=[CH:4][CH:3]=1.C(N1C2C(=CC=CC=2)C(C2OC(C3C=CC4C(=CC=C(OC)C=4)C=3)=CN=2)=C1)C1C=CC=CC=1>O=P(Cl)(Cl)Cl>[CH2:1]([N:8]1[C:16]2[C:11](=[CH:12][CH:13]=[CH:14][CH:15]=2)[C:10]([C:17]2[O:22][C:21]([C:23]3[CH:32]=[CH:31][C:30]4[C:25](=[CH:26][CH:27]=[C:28]([O:33][CH3:34])[CH:29]=4)[CH:24]=3)=[CH:20][N:19]=2)=[CH:9]1)[C:2]1[CH:3]=[CH:4][CH:5]=[CH:6][CH:7]=1 |f:0.1|. Procedure: 1-Benzyl-3-[5-(6-methoxy-2-naphthyl)-1,3-oxazol-2-yl]-1H-indole 1-Benzyl-N-[2-(6-methoxy-2-naphthyl)-2-oxoethyl]-1H-indole-3-carboxamide (4.31 g, 9.61 mmol), prepared in the previous step, in 200 ml of POCl3 was refluxed for 4 h. As the reaction cooled to room temperature a solid precipitated. The solid was collected by filtration and then allowed to air dry overnight. The solid was taken up in 90% CH2Cl2/CH3OH, extracted three times with 5% NaHCO3, dried (MgSO4), filtered and the solvent was re...